Dataset: the Open Reaction Database (ORD), a public repository of structured organic reaction records. Task: describe an organic reaction: reactants, conditions, products, and yield The reactants are O (water), BrC=1C=CC(=NC1)Cl (5-bromo-2-chloropyridine), O1CCNCCC1 (1,4-oxazepane), C(=O)([O-])[O-].[K+].[K+] (K2CO3). Run in CN1CCCC1=O (NMP). Yields the product BrC=1C=CC(=NC1)N1CCOCCC1 (4-(5-bromopyridin-2-yl)-1,4-oxazepane). The yield is 92.7%. As a reaction SMILES: [Br:1][C:2]1[CH:3]=[CH:4][C:5](Cl)=[N:6][CH:7]=1.[O:9]1[CH2:15][CH2:14][CH2:13][NH:12][CH2:11][CH2:10]1.C([O-])([O-])=O.[K+].[K+].O>CN1C(=O)CCC1>[Br:1][C:2]1[CH:3]=[CH:4][C:5]([N:12]2[CH2:13][CH2:14][CH2:15][O:9][CH2:10][CH2:11]2)=[N:6][CH:7]=1 |f:2.3.4|. Procedure: The solution of 5-bromo-2-chloropyridine (1.5 g, 7.8 mmol), 1,4-oxazepane (1.29 g, 9.36 mmol) and K2CO3 in 15 mL of NMP was stirred at 120° C. overnight. The mixture was added to 150 mL of water, washed with EA, dried over Na2SO4, and the volatiles were removed in vacuo to give 1.86 g of 4-(5-bromopyridin-2-yl)-1,4-oxazepane. MS(m/z)=259 (M+H)+. Starting materials: CCCCCC (Hexane), S1C(=CC=C1)C1=NSC(=N1)N1CCN(CC1)C(=O)OC(C)(C)C (tert-butyl 4-[3-(2-thienyl)-1,2,4-thiadiazol-5-yl]piperazine-1-carboxylate), Cl (hydrochloric acid). Solvent: C(C)(=O)OCC (ethyl acetate), C(C)(=O)OCC (ethyl acetate). Reaction conditions: time 18 hour. Yields the product S1C(=CC=C1)C1=NSC(=N1)N1CCNCC1 (1-[3-(2-Thienyl)-1,2,4-thiadiazol-5-yl]piperazine). As a reaction SMILES: [S:1]1[CH:5]=[CH:4][CH:3]=[C:2]1[C:6]1[N:10]=[C:9]([N:11]2[CH2:16][CH2:15][N:14](C(OC(C)(C)C)=O)[CH2:13][CH2:12]2)[S:8][N:7]=1.Cl.CCCCCC>C(OCC)(=O)C>[S:1]1[CH:5]=[CH:4][CH:3]=[C:2]1[C:6]1[N:10]=[C:9]([N:11]2[CH2:12][CH2:13][NH:14][CH2:15][CH2:16]2)[S:8][N:7]=1. Reported procedure: To a solution of tert-butyl 4-[3-(2-thienyl)-1,2,4-thiadiazol-5-yl]piperazine-1-carboxylate (4.30 g, 12.2 mmol) in ethyl acetate (70 ml) was added a solution of 4 N hydrochloric acid in ethyl acetate (35 ml), and the mixture was stirred at room temperature for 18 hours and half. Hexane (150 ml) was poured to the reaction mixture, and a solid was separated by filtration. The obtained solid was dissolved in an aqueous saturated sodium hydrogen carbonate solution, followed by stirring at room tempe...